This data is from the Open Reaction Database (ORD), a public repository of structured organic reaction records. The task is: describe an organic reaction: reactants, conditions, products, and yield Reactants: Cc1c(C(=O)OC(C)(C)C)oc2cccc(-c3cccnc3)c12, ClCCl, O=C(O)C(F)(F)F. Product: Cc1c(C(=O)O)oc2cccc(-c3cccnc3)c12. As a reaction SMILES: [C:1]([CH3:2])([CH3:3])([CH3:4])[O:5][C:6](=[O:7])[c:8]1[o:9][c:10]2[c:11]([c:12]1[CH3:13])[c:14](-[c:18]1[cH:19][n:20][cH:21][cH:22][cH:23]1)[cH:15][cH:16][cH:17]2.[Cl:31][CH2:32][Cl:33].[F:24][C:25]([F:26])([F:27])[C:28]([OH:29])=[O:30]>>[O:5]=[C:6]([OH:7])[c:8]1[o:9][c:10]2[c:11]([c:12]1[CH3:13])[c:14](-[c:18]1[cH:19][n:20][cH:21][cH:22][cH:23]1)[cH:15][cH:16][cH:17]2.